This data is from the Open Reaction Database (ORD), a public repository of structured organic reaction records. The task is: describe an organic reaction: reactants, conditions, products, and yield The reactants are C1=C(C=CC=2C3=CC=CC=C3CC12)NC(C(C)C)=O (N-(9H-fluoren-2-yl)isobutyramide), COC1=CC=C(C=C1)P1(SP(S1)(C1=CC=C(C=C1)OC)=S)=S (2,4-bis(4-methoxyphenyl)-1,3-dithia-2,4-diphosphetane-2,4-disulfide). Solvent: C1(=CC=CC=C1)C (toluene). Reaction conditions: temperature 130 celsius. Product: C1=C(C=CC=2C3=CC=CC=C3CC12)NC(C(C)C)=S (N-(9H-fluoren-2-yl)isobutyrthioamide). Yield: 196.3%. RXN SMILES: [CH:1]1[C:13]2[CH2:12][C:11]3[C:6](=[CH:7][CH:8]=[CH:9][CH:10]=3)[C:5]=2[CH:4]=[CH:3][C:2]=1[NH:14][C:15](=O)[CH:16]([CH3:18])[CH3:17].COC1C=CC(P2(=S)SP(=S)(C3C=CC(OC)=CC=3)[S:29]2)=CC=1>C1(C)C=CC=CC=1>[CH:1]1[C:13]2[CH2:12][C:11]3[C:6](=[CH:7][CH:8]=[CH:9][CH:10]=3)[C:5]=2[CH:4]=[CH:3][C:2]=1[NH:14][C:15](=[S:29])[CH:16]([CH3:18])[CH3:17]. Procedure: In a 500 mL three-neck flask were put 20 g (80 mmol) of N-(9H-fluoren-2-yl)isobutyramide, 16 g (40 mmol) of 2,4-bis(4-methoxyphenyl)-1,3-dithia-2,4-diphosphetane-2,4-disulfide (Lawesson's reagent), and 150 mL of toluene, and the mixture was heated and refluxed at 130° C. for 4 hours. After that, the precipitated solid was washed with toluene and subjected to suction filtration to give 21 g of a yellow solid of N-(9H-fluoren-2-yl)isobutyrthioamide in a yield of 100%. The synthesis scheme of Step ... The reactants are C1(=CC(=CC=C1)NC(=O)N1CCN(CC1)C(=O)OCC)C (ethyl 4-(m-tolylcarbamoyl)piperazine-1-carboxylate), I[Si](C)(C)C (iodotrimethylsilane). Run in ClCCl (dichloromethane). Reaction conditions: time 8 hour. The product is C1(=CC(=CC=C1)NC(=O)N1CCNCC1)C (N-m-tolylpiperazine-1-carboxamide). Yield: 97.4%. As a reaction SMILES: [C:1]1([CH3:21])[CH:6]=[CH:5][CH:4]=[C:3]([NH:7][C:8]([N:10]2[CH2:15][CH2:14][N:13](C(OCC)=O)[CH2:12][CH2:11]2)=[O:9])[CH:2]=1.I[Si](C)(C)C>ClCCl>[C:1]1([CH3:21])[CH:6]=[CH:5][CH:4]=[C:3]([NH:7][C:8]([N:10]2[CH2:15][CH2:14][NH:13][CH2:12][CH2:11]2)=[O:9])[CH:2]=1. Procedure: A suspension of ethyl 4-(m-tolylcarbamoyl)piperazine-1-carboxylate (example 59, 1.5 g, 5.15 mmol) in dichloromethane (25 ml) was treated dropwise at room temperature with iodotrimethylsilane (1.6 ml, 11.3 mmol). The reaction mixture was stirred under nitrogen at room temperature overnight. The volatiles were evaporated to dryness, diluted with methanol and the solid was filtered off. The solid was washed with methanol and dichloromethane and dried under vacuum to yield the title compound as a ye... Starting materials: CS(=O)(=O)OCCCOC1=CC(=CC=C1)C1=CC(=NN1C1=CC(=CC=C1)Cl)C(=O)N1CNC(C1)=O (3-(3-{1-(3-Chlorophenyl)-3-[(4-oxoimidazolidin-1-yl)carbonyl]-1H-pyrazol-5-yl}phenoxy)propyl methanesulfonate), CN (methylamine), C(=O)O.ClC=1C=C(C=CC1)N1N=C(C=C1C1=CC(=CC=C1)OCCCN(C)C)C(=O)N1CNC(C1)=O (1-{[1-(3-Chlorophenyl)-5-{3-[3-(dimethylamino)propoxy]phenyl}-1H-pyrazol-3-yl]carbonyl}imidazolidin-4-one formate). Run in O1CCCC1 (tetrahydrofuran). The product is C(=O)O.ClC=1C=C(C=CC1)N1N=C(C=C1C1=CC(=CC=C1)OCCCNC)C(=O)N1CNC(C1)=O (1-({1-(3-Chlorophenyl)-5-[3-(3-(methylamino)propoxy)phenyl]-1H-pyrazol-3-yl}carbonyl)imidazolidin-4-one formate). RXN SMILES: CS(OCCCOC1C=CC=C(C2N(C3C=CC=C(Cl)C=3)N=C(C(N3CC(=O)NC3)=O)C=2)C=1)(=O)=O.CN.[CH:38]([OH:40])=[O:39].[Cl:41][C:42]1[CH:43]=[C:44]([N:48]2[C:52]([C:53]3[CH:58]=[CH:57][CH:56]=[C:55]([O:59][CH2:60][CH2:61][CH2:62][N:63](C)[CH3:64])[CH:54]=3)=[CH:51][C:50]([C:66]([N:68]3[CH2:72][C:71](=[O:73])[NH:70][CH2:69]3)=[O:67])=[N:49]2)[CH:45]=[CH:46][CH:47]=1>O1CCCC1>[CH:38]([OH:40])=[O:39].[Cl:41][C:42]1[CH:43]=[C:44]([N:48]2[C:52]([C:53]3[CH:58]=[CH:57][CH:56]=[C:55]([O:59][CH2:60][CH2:61][CH2:62][NH:63][CH3:64])[CH:54]=3)=[CH:51][C:50]([C:66]([N:68]3[CH2:72][C:71](=[O:73])[NH:70][CH2:69]3)=[O:67])=[N:49]2)[CH:45]=[CH:46][CH:47]=1 |f:2.3,5.6|. Reported procedure: The preparation of the title compound takes place starting from the compound of Example 120A and methylamine without the addition of tetrahydrofuran in analogy to the synthesis of the compound of Example 29. 46 mg (44% of theory) of the title compound are obtained. The reactants are C1COCCO1, CN1CCNCC1, CCCC[Sn](CCCC)(CCCC)c1ccnc(S(C)(=O)=O)n1, O. Yields the product CCCC[Sn](CCCC)(CCCC)c1ccnc(N2CCN(C)CC2)n1. RXN SMILES: [CH2:31]1[O:32][CH2:33][CH2:34][O:35][CH2:36]1.[CH3:1][N:2]1[CH2:3][CH2:4][NH:5][CH2:6][CH2:7]1.[CH3:8][S:9](=[O:10])(=[O:11])[c:12]1[n:13][cH:14][cH:15][c:16]([Sn:18]([CH2:19][CH2:20][CH2:21][CH3:22])([CH2:23][CH2:24][CH2:25][CH3:26])[CH2:27][CH2:28][CH2:29][CH3:30])[n:17]1.[OH2:37]>>[CH3:1][N:2]1[CH2:3][CH2:4][N:5]([c:12]2[n:13][cH:14][cH:15][c:16]([Sn:18]([CH2:19][CH2:20][CH2:21][CH3:22])([CH2:23][CH2:24][CH2:25][CH3:26])[CH2:27][CH2:28][CH2:29][CH3:30])[n:17]2)[CH2:6][CH2:7]1. Starting materials: C[Si](CCCO)(C)C (3-(trimethylsilyl)propanol), [OH-].[K+] (KOH), C#C (acetylene). Solvent: CS(=O)C (DMSO). Product: C(=C)OCCC[Si](C)(C)C (3-(Trimethylsilyl)propyl vinyl ether). Yield: 96.0%. Reaction SMILES: [CH3:1][Si:2]([CH3:8])([CH3:7])[CH2:3][CH2:4][CH2:5][OH:6].[OH-].[K+].[CH:11]#[CH:12]>CS(C)=O>[CH:11]([O:6][CH2:5][CH2:4][CH2:3][Si:2]([CH3:8])([CH3:7])[CH3:1])=[CH2:12] |f:1.2|. Procedure details: In a similar manner to Example 1, 25 g (0.19 mol) of 3-(trimethylsilyl)propanol, 2.5 g of KOH and 25 g of DMSO were reacted at 80° C. with acetylene. 3-(Trimethylsilyl)propyl vinyl ether was obtained in 96% yield. Starting materials: CO, Cl, [Na+], COC(=O)c1nn(-c2cccc(C(F)(F)F)c2)ccc1=O, [OH-]. Yields the product O=C(O)c1nn(-c2cccc(C(F)(F)F)c2)ccc1=O. Reaction SMILES: [CH3:25][OH:26].[ClH:24].[Na+:23].[O:1]=[c:2]1[c:3]([C:18](=[O:19])[O:20][CH3:21])[n:4][n:5](-[c:8]2[cH:9][c:10]([C:14]([F:15])([F:16])[F:17])[cH:11][cH:12][cH:13]2)[cH:6][cH:7]1.[OH-:22]>>[O:1]=[c:2]1[c:3]([C:18](=[O:19])[OH:20])[n:4][n:5](-[c:8]2[cH:9][c:10]([C:14]([F:15])([F:16])[F:17])[cH:11][cH:12][cH:13]2)[cH:6][cH:7]1. The product is CN1N=C(C(=C1C)C(NC1=C2C(CC(C2=CC=C1)(C)C)C)=S)C (1,3,5-trimethyl-N-(1,1,3-trimethylindane-4-yl)pyrazole-4-carbothioamide). Reported procedure: 1.1 g of 1,3,5-trimethyl-N-(1,1,3-trimethyl-4-indanyl)pyrazole-4-carboxamide, 0.79 g of phosphorus pentasulfide and 15 ml of hexamethylphosphoramide (HMPA) were stirred at 100° C. for 8 hours. After cooling, the reaction mixture was poured into ice water and extracted with ether. The extracts ether layer were dried over anhydrous magnesium sulfate and then the solvent was distilled off. The residue was chromatographed on silica gel to obtain 0.75 g of 1,3,5-trimethyl-N-(1,1,3-trimethylindane-4-y... RXN SMILES: [CH3:1][N:2]1[C:6]([CH3:7])=[C:5]([C:8]([NH:10][C:11]2[CH:19]=[CH:18][CH:17]=[C:16]3[C:12]=2[CH:13]([CH3:22])[CH2:14][C:15]3([CH3:21])[CH3:20])=O)[C:4]([CH3:23])=[N:3]1.P12(SP3(SP(SP(S3)(S1)=S)(=S)S2)=S)=[S:25]>CN(C)P(N(C)C)(N(C)C)=O>[CH3:1][N:2]1[C:6]([CH3:7])=[C:5]([C:8](=[S:25])[NH:10][C:11]2[CH:19]=[CH:18][CH:17]=[C:16]3[C:12]=2[CH:13]([CH3:22])[CH2:14][C:15]3([CH3:21])[CH3:20])[C:4]([CH3:23])=[N:3]1. The yield is 128.9%. Reactants: CN1N=C(C(=C1C)C(=O)NC1=C2C(CC(C2=CC=C1)(C)C)C)C (1,3,5-trimethyl-N-(1,1,3-trimethyl-4-indanyl)pyrazole-4-carboxamide), P12(=S)SP3(=S)SP(=S)(S1)SP(=S)(S2)S3 (phosphorus pentasulfide), ice water. Solvent: CN(P(=O)(N(C)C)N(C)C)C (hexamethylphosphoramide).